Dataset: the Open Reaction Database (ORD), a public repository of structured organic reaction records. Task: describe an organic reaction: reactants, conditions, products, and yield Reactants: 42.8, [H-].[Na+] (sodium hydride), CS(=O)C (dimethyl sulfoxide), 50, N1C(NC(C=C1)=O)=O (2,4(1H,3H)-pyrimidinedione), CS(=O)C (dimethyl sulfoxide), FC1=CC=C(C=C1)[N+](=O)[O-] (1-fluoro-4-nitrobenzene). Solvent: O (water). Run at temperature 50 celsius, time 8 hour. The product is 60, [N+](=O)([O-])C1=CC=C(C=C1)N1C(NC(C=C1)=O)=O (1-(4-nitrophenyl)-2,4(1H,3H)-pyrimidinedione). Isolated yield 57.6%. As a reaction SMILES: [H-].[Na+].CS(C)=O.[NH:7]1[CH:12]=[CH:11][C:10](=[O:13])[NH:9][C:8]1=[O:14].F[C:16]1[CH:21]=[CH:20][C:19]([N+:22]([O-:24])=[O:23])=[CH:18][CH:17]=1>O>[N+:22]([C:19]1[CH:20]=[CH:21][C:16]([N:7]2[CH:12]=[CH:11][C:10](=[O:13])[NH:9][C:8]2=[O:14])=[CH:17][CH:18]=1)([O-:24])=[O:23] |f:0.1|. Reported procedure: To a stirred solution of 42.8 parts of sodium hydride dispersion 50% in 200 parts of dimethyl sulfoxide was added dropwise slowly a solution of 50 parts of 2,4(1H,3H)-pyrimidinedione in 800 parts of dimethyl sulfoxide while the temperature was kept constant (20° C.) by cooling in an ice/water bath. 62.9 Parts of 1-fluoro-4-nitrobenzene were added and the whole was stirred overnight at 50° C. After cooling, the reaction mixture was poured into 2500 parts of water. The whole was washed with dichlo... The reactants are COC(=O)CCC\C=C/C[C@@H]1[C@@H](O[C@@H](OC1)C)COC(NC1=CC=CC=C1)=O ((2R,4R,5S)-5-[(Z)-6-methoxycarbonyl-2-hexenyl]-2-methyl-4-phenylcarbamoyloxymethyl-1,3-dioxane), [OH-].[Na+] (sodium hydroxide). Run in CO (methanol). Reaction conditions: time 90 minute. The product is C(=O)(O)CCC\C=C/C[C@@H]1[C@@H](O[C@@H](OC1)C)COC(NC1=CC=CC=C1)=O ((2R,4R,5S) -5-[(Z)-6-carboxy-2-hexenyl]-2-methyl-4-phenylcarbamoyloxymethyl-1,3-dioxane). The yield is 85.2%. RXN SMILES: C[O:2][C:3]([CH2:5][CH2:6][CH2:7]/[CH:8]=[CH:9]\[CH2:10][C@H:11]1[CH2:16][O:15][C@@H:14]([CH3:17])[O:13][C@H:12]1[CH2:18][O:19][C:20](=[O:28])[NH:21][C:22]1[CH:27]=[CH:26][CH:25]=[CH:24][CH:23]=1)=[O:4].[OH-].[Na+]>CO>[C:3]([CH2:5][CH2:6][CH2:7]/[CH:8]=[CH:9]\[CH2:10][C@H:11]1[CH2:16][O:15][C@@H:14]([CH3:17])[O:13][C@H:12]1[CH2:18][O:19][C:20](=[O:28])[NH:21][C:22]1[CH:23]=[CH:24][CH:25]=[CH:26][CH:27]=1)([OH:4])=[O:2] |f:1.2|. Procedure details: To a solution of (2R,4R,5S)-5-[(Z)-6-methoxycarbonyl-2-hexenyl]-2-methyl-4-phenylcarbamoyloxymethyl-1,3-dioxane (140 mg) in methanol (2 ml) was added 1 ml of 1N aqueous sodium hydroxide and stirred at room temperature for 90 minutes. The reaction mixture was evaporated in vacuo and the residue was neutralized by acetic acid and extracted with ethyl acetate. The organic layers were combined and dried over anhydrous sodium sulfate. The solvent was evaporated to dryness and the crude product was pu... Yield: 85.6%. Solvent: CN(C=O)C (dimethylformamide). Reaction SMILES: [OH:1][C:2]1[C:9]([OH:10])=[CH:8][CH:7]=[CH:6][C:3]=1[CH:4]=[O:5].Br[CH2:12]Br.C(=O)([O-])[O-].[K+].[K+]>CN(C)C=O.[Cu]=O>[CH2:12]1[O:10][C:9]2[C:2](=[C:3]([CH:6]=[CH:7][CH:8]=2)[CH:4]=[O:5])[O:1]1 |f:2.3.4|. Procedure details: A mixture containing 2,3-dihydroxybenzaldehyde, (50 g) dibromomethane (188 g), potassium carbonate (150 g) and copper (II) oxide (1.4 g) in dimethylformamide (2 L) was heated at reflux for 4 hours. The reaction mixture was cooled, filtered and evaporated. The residue was dissolved in toluene and the organic layer was washed with staurated sodium bicarbonate and brine. The layer was then dried, filtered and evaporated to yield 46.5 g of 2,3-methylenedioxybenzaldehyde mp 32°-33° C. The product is C1OC2=C(C=O)C=CC=C2O1 (2,3-methylenedioxybenzaldehyde). The reagents and catalysts are [Cu]=O (copper (II) oxide). Starting materials: OC1=C(C=O)C=CC=C1O (2,3-dihydroxybenzaldehyde), BrCBr (dibromomethane), C([O-])([O-])=O.[K+].[K+] (potassium carbonate). Reactants: C(C1=CC=CC=C1)OC(CN1C([C@H](CNC2=C1C=CC=C2)NC(=O)OC(C)(C)C)=O)=O ((3S)-2-Oxo-3-tert-butoxycarbonylamino-2,3,4,5-tetrahydro-1H-1,5-benzodiazepine-1-acetic acid benzyl ester), C(=O)(O)[O-].[Na+] (NaHCO3), ClC(=O)OC (methyl chloroformate). Run in C1CCOC1 (THF), C1CCOC1 (THF). Conditions: time 45 minute. The product is C(C1=CC=CC=C1)OC(CN1C([C@H](CN(C2=C1C=CC=C2)C(=O)OC)NC(C2=CC=CC=C2)=O)=O)=O ((3S)-2-Oxo-3-benzoylamino-5-methoxycarbonyl-2,3,4,5-tetrahydro-1H-1,5-benzo diazepine-1-acetic acid benzyl ester). RXN SMILES: [CH2:1]([O:8][C:9](=[O:31])[CH2:10][N:11]1[C:17]2[CH:18]=[CH:19][CH:20]=[CH:21][C:16]=2[NH:15][CH2:14][C@H:13]([NH:22][C:23]([O:25]C(C)(C)C)=O)[C:12]1=[O:30])[C:2]1[CH:7]=[CH:6][CH:5]=[CH:4][CH:3]=1.C([O-])(O)=O.[Na+].Cl[C:38]([O:40][CH3:41])=[O:39]>C1COCC1>[CH2:1]([O:8][C:9](=[O:31])[CH2:10][N:11]1[C:17]2[CH:18]=[CH:19][CH:20]=[CH:21][C:16]=2[N:15]([C:38]([O:40][CH3:41])=[O:39])[CH2:14][C@H:13]([NH:22][C:23](=[O:25])[C:2]2[CH:7]=[CH:6][CH:5]=[CH:4][CH:3]=2)[C:12]1=[O:30])[C:2]1[CH:3]=[CH:4][CH:5]=[CH:6][CH:7]=1 |f:1.2|. Reported procedure: A vigorously-stirred, 0° C. solution of (3S)-2-oxo-3-(benzoylamino)-2,3,4,5-tetrahydro-1H-1,5-benzodiazepine-1-acetic acid benzyl ester (600b) (461 mg, 1.07 mmol, in THF (5 ml) and sat. aq. NaHCO3 (2.5 ml) was treated with a THF solution (0.35 ml) of methyl chloroformate (151 mg, 1.6 mmol) and the reaction was stirred for 45 min at RT. The reaction was poured onto CH2Cl2 and washed with H2O, dried over Na2SO4 and concentrated in vacuo. Chromatography (flash, SiO2, 0% to 10% MeOH/CH2Cl2) gave 525... Reactants: COc1cc(OCc2ccccc2)ccc1S(C)(=O)=O, CO. The product is COc1cc(O)ccc1S(C)(=O)=O. RXN SMILES: [CH2:1]([c:2]1[cH:3][cH:4][cH:5][cH:6][cH:7]1)[O:8][c:9]1[cH:10][c:11]([O:19][CH3:20])[c:12]([S:15](=[O:16])(=[O:17])[CH3:18])[cH:13][cH:14]1.[CH3:21][OH:22]>>[OH:8][c:9]1[cH:10][c:11]([O:19][CH3:20])[c:12]([S:15](=[O:16])(=[O:17])[CH3:18])[cH:13][cH:14]1. Starting materials: CC(C)(C)OC(=O)C(C)(C)Sc1nc(CCO)cs1, Cc1cc(I)ccc1O, CCOC(=O)[N+](=[N-])C(=O)OCC, C1CCOC1, c1ccc(P(c2ccccc2)c2ccccc2)cc1. Product: Cc1cc(I)ccc1OCCc1csc(SC(C)(C)C(=O)OC(C)(C)C)n1. RXN SMILES: [C:1]([CH3:2])([CH3:3])([CH3:4])[O:5][C:6]([C:7]([CH3:8])([CH3:9])[S:10][c:11]1[s:12][cH:13][c:14]([CH2:16][CH2:17][OH:18])[n:15]1)=[O:19].[I:20][c:21]1[cH:22][c:23]([CH3:28])[c:24]([OH:27])[cH:25][cH:26]1.[N+:48]([C:49]([O:50][CH2:51][CH3:52])=[O:53])([C:54]([O:55][CH2:56][CH3:57])=[O:58])=[N-:59].[O:60]1[CH2:61][CH2:62][CH2:63][CH2:64]1.[c:29]1([P:30]([c:31]2[cH:32][cH:33][cH:34][cH:35][cH:36]2)[c:37]2[cH:38][cH:39][cH:40][cH:41][cH:42]2)[cH:43][cH:44][cH:45][cH:46][cH:47]1>>[C:1]([CH3:2])([CH3:3])([CH3:4])[O:5][C:6]([C:7]([CH3:8])([CH3:9])[S:10][c:11]1[s:12][cH:13][c:14]([CH2:16][CH2:17][O:18][c:24]2[c:23]([CH3:28])[cH:22][c:21]([I:20])[cH:26][cH:25]2)[n:15]1)=[O:19]. Starting materials: CCOC(C)=O, CCc1ccc(-c2coc3c(C)c(C)c(NCc4ccccc4)c(C)c23)cc1, CCCCCC. Product: CCc1ccc(-c2coc3c(C)c(C)c(N)c(C)c23)cc1. As a reaction SMILES: [C:35]([O:36][CH2:37][CH3:38])(=[O:39])[CH3:40].[CH2:1]([c:2]1[cH:3][cH:4][cH:5][cH:6][cH:7]1)[NH:8][c:9]1[c:10]([CH3:28])[c:11]([CH3:27])[c:12]2[c:13]([c:14](-[c:17]3[cH:18][cH:19][c:20]([CH2:23][CH3:24])[cH:21][cH:22]3)[cH:15][o:16]2)[c:25]1[CH3:26].[CH3:29][CH2:30][CH2:31][CH2:32][CH2:33][CH3:34]>>[NH2:8][c:9]1[c:10]([CH3:28])[c:11]([CH3:27])[c:12]2[c:13]([c:14](-[c:17]3[cH:18][cH:19][c:20]([CH2:23][CH3:24])[cH:21][cH:22]3)[cH:15][o:16]2)[c:25]1[CH3:26].